From a dataset of the Open Reaction Database (ORD), a public repository of structured organic reaction records. describe an organic reaction: reactants, conditions, products, and yield Starting materials: FC(C(=O)O)(F)F.FC(C(=O)O)(F)F.FC(C(=O)O)(F)F.ClC=1C=NC=2NC=3C=NC=C(CCC4=C(C=CC(NC1N2)=C4)NC(C[C@H]4CNCC4)=O)C3 (N-[6-chloro-2,4,8,18,22-pentaazatetracyclo[14.3.1.1(3,7).1(9,13)]docosa-1(20),3(22),4,6,9(21),10,12,16,18-nonaen-12-yl]-2-[(3S)-pyrrolidin-3-yl]acetamide tris(trifluoroacetate)), CC1=C(C=NO1)C(=O)Cl (5-methylisoxazole-4-carbonyl chloride). Yields the product FC(C(=O)O)(F)F.FC(C(=O)O)(F)F.ClC=1C=NC=2NC=3C=NC=C(CCC4=C(C=CC(NC1N2)=C4)NC(C[C@H]4CN(CC4)C(=O)C=4C=NOC4C)=O)C3 (N-[6-Chloro-2,4,8,18,22-pentaazatetracyclo[14.3.1.1(3,7).1(9,13)]docosa-1(20),3(22),4,6,9(21),10,12,16,18-nonaen-12-yl]-2-{(3S)-1-[(5-methylisoxazol-4-yl)carbonyl]pyrrolidin-3-yl}acetamide bis(trifluoroacetate)). The yield is 91.0%. Reaction SMILES: [F:1][C:2]([F:7])([F:6])[C:3]([OH:5])=[O:4].[F:8][C:9]([F:14])([F:13])[C:10]([OH:12])=[O:11].FC(F)(F)C(O)=O.[Cl:22][C:23]1[CH:24]=[N:25][C:26]2[NH:27][C:28]3[CH:29]=[N:30][CH:31]=[C:32]([CH:53]=3)[CH2:33][CH2:34][C:35]3[CH:43]=[C:39]([NH:40][C:41]=1[N:42]=2)[CH:38]=[CH:37][C:36]=3[NH:44][C:45](=[O:52])[CH2:46][C@@H:47]1[CH2:51][CH2:50][NH:49][CH2:48]1.[CH3:54][C:55]1[O:59][N:58]=[CH:57][C:56]=1[C:60](Cl)=[O:61]>>[F:1][C:2]([F:7])([F:6])[C:3]([OH:5])=[O:4].[F:8][C:9]([F:14])([F:13])[C:10]([OH:12])=[O:11].[Cl:22][C:23]1[CH:24]=[N:25][C:26]2[NH:27][C:28]3[CH:29]=[N:30][CH:31]=[C:32]([CH:53]=3)[CH2:33][CH2:34][C:35]3[CH:43]=[C:39]([NH:40][C:41]=1[N:42]=2)[CH:38]=[CH:37][C:36]=3[NH:44][C:45](=[O:52])[CH2:46][C@@H:47]1[CH2:51][CH2:50][N:49]([C:60]([C:56]2[CH:57]=[N:58][O:59][C:55]=2[CH3:54])=[O:61])[CH2:48]1 |f:0.1.2.3,5.6.7|. Reported procedure: The desired compound was prepared according to the procedure of Example D94 using N-[6-chloro-2,4,8,18,22-pentaazatetracyclo[14.3.1.1(3,7).1(9,13)]docosa-1(20),3(22),4,6,9(21),10,12,16,18-nonaen-12-yl]-2-[(3S)-pyrrolidin-3-yl]acetamide tris(trifluoroacetate) and 5-methylisoxazole-4-carbonyl chloride as the starting materials in 91% yield. LCMS for C28H28ClN8O3 (M+H)+: m/z=559.0. The reactants are C(=O)(O)C1=CC=C(C(=O)N[C@@H](C(C)C)C(=O)N2[C@H](C(=O)NC(C(C(C(F)(F)F)(F)F)=O)C(C)C)CCC2)C=C1 (N-(4-Carboxybenzoyl)-L-valyl-N-[3,3,4,4,4-pentafluoro-1-(1-methylethyl)-2-oxobutyl]-L-prolinamide), CN1CCOCC1 (NMM), Example 5 ( h ), C(C(=O)Cl)(=O)Cl (oxalyl chloride), CNCCN1CCOCC1 (4-[2-(methylamino)ethyl]-morpholine). The reagents and catalysts are CN(C)C=O (DMF). The product is CN(C(=O)C1=CC=C(C(=O)N[C@@H](C(C)C)C(=O)N2[C@H](C(=O)NC(C(C(C(F)(F)F)(F)F)=O)C(C)C)CCC2)C=C1)CCN1CCOCC1 (N-[4-[[Methyl[2-(4-morpholinyl)ethyl]amino]-carbonyl]benzoyl]-L-valyl-N-[3,3,4,4,4-pentafluoro-1-(1-methylethyl)-2-oxobutyl]-L-prolinamide). Isolated yield 56.6%. Reaction SMILES: [C:1]([C:4]1[CH:39]=[CH:38][C:7]([C:8]([NH:10][C@H:11]([C:15]([N:17]2[CH2:37][CH2:36][CH2:35][C@H:18]2[C:19]([NH:21][CH:22]([CH:32]([CH3:34])[CH3:33])[C:23](=[O:31])[C:24]([F:30])([F:29])[C:25]([F:28])([F:27])[F:26])=[O:20])=[O:16])[CH:12]([CH3:14])[CH3:13])=[O:9])=[CH:6][CH:5]=1)(O)=[O:2].C(Cl)(=O)C(Cl)=O.[CH3:46][NH:47][CH2:48][CH2:49][N:50]1[CH2:55][CH2:54][O:53][CH2:52][CH2:51]1.CN1CCOCC1>CN(C=O)C>[CH3:46][N:47]([CH2:48][CH2:49][N:50]1[CH2:55][CH2:54][O:53][CH2:52][CH2:51]1)[C:1]([C:4]1[CH:39]=[CH:38][C:7]([C:8]([NH:10][C@H:11]([C:15]([N:17]2[CH2:37][CH2:36][CH2:35][C@H:18]2[C:19]([NH:21][CH:22]([CH:32]([CH3:34])[CH3:33])[C:23](=[O:31])[C:24]([F:29])([F:30])[C:25]([F:27])([F:26])[F:28])=[O:20])=[O:16])[CH:12]([CH3:14])[CH3:13])=[O:9])=[CH:6][CH:5]=1)=[O:2]. Reported procedure: The acid of Example 13 (b) (0.36 g, 0.64 mmol) was activated with oxalyl chloride (0.07 mL, 0.83 mmol) and DMF (3 drops) and coupled with 4-[2-(methylamino)ethyl]-morpholine (92 mg, 0.64 mmol) using NMM (0.14 mL, 1.28 mmol) according to the method described in Example 5 (h). Purification by flash chromatography (75:25 acetone:EtOAc) gave 0.25 g (57%) of the title compound (7:1 L-L-L:L-L-D) as an off-white foam. TLC: Rf 0.19 (3:1 acetone:EtOAc). 1H NMR (partial): δ7.88-7.82 and 7.52-7.46 (pr m, 4... The reactants are C(#N)NC(=N)NC (1-cyano-3-methyl-guanidine), Cl.NC1=NOC(=C1)C (3-amino-5-methyl-isoxazole hydrochloride), N (ammonia). Run in O (water), O (water). Yields the product CNC(=N)NC(=N)NC1=NOC(=C1)C (1-methyl-5-(5-methyl-isoxazol-3-yl)-biguanide). Yield: 27.6%. Reaction SMILES: [C:1]([NH:3][C:4]([NH:6][CH3:7])=[NH:5])#[N:2].Cl.[NH2:9][C:10]1[CH:14]=[C:13]([CH3:15])[O:12][N:11]=1.N>O>[CH3:7][NH:6][C:4]([NH:3][C:1]([NH:9][C:10]1[CH:14]=[C:13]([CH3:15])[O:12][N:11]=1)=[NH:2])=[NH:5] |f:1.2|. Procedure details: In a reactor are added 4.9 g of 1-cyano-3-methyl-guanidine, 6.7 g of 3-amino-5-methyl-isoxazole hydrochloride and 1.3 ml of water. The reaction mixture is heated until dissolution is complete, after which the reaction is exothermal. After cooling, the reaction mixture is taken up into 30 ml water followed by 3 ml ammonia (d = 0.89). It is then extracted with 30 ml methylene chloride. After drying, treatment with carbon black and evaporation of the solvent, the residue is crystallized from absolu...